Dataset: the Open Reaction Database (ORD), a public repository of structured organic reaction records. Task: describe an organic reaction: reactants, conditions, products, and yield Starting materials: CC(=O)O, CCO, [Na+], C=C1CC2C3CCC(=O)C3(C)CCC2C2(C)CCC(=O)C3OC132, C1COCCO1, [SH-]. RXN SMILES: [CH3:26][C:27](=[O:28])[OH:29].[CH3:36][CH2:37][OH:38].[Na+:25].[O:1]1[CH:2]2[C:3]13[C:4](=[CH2:23])[CH2:5][CH:6]1[CH:7]4[CH2:8][CH2:9][C:10](=[O:22])[C:11]4([CH3:12])[CH2:13][CH2:14][CH:15]1[C:16]3([CH3:21])[CH2:17][CH2:18][C:19]2=[O:20].[O:30]1[CH2:31][CH2:32][O:33][CH2:34][CH2:35]1.[SH-:24]>>[C:2]1([SH:24])=[C:3]2[C:4](=[CH2:23])[CH2:5][CH:6]3[CH:7]4[CH2:8][CH2:9][C:10](=[O:22])[C:11]4([CH3:12])[CH2:13][CH2:14][CH:15]3[C:16]2([CH3:21])[CH2:17][CH2:18][C:19]1=[O:20]. The product is C=C1CC2C3CCC(=O)C3(C)CCC2C2(C)CCC(=O)C(S)=C12. Reactants: CC(=O)NC(CSc1ccccc1[N+](=O)[O-])C(=O)O, [NH4+], [OH-], O, O=S(=O)(O)O. Yields the product NC(CSc1ccccc1[N+](=O)[O-])C(=O)O. RXN SMILES: [N+:1](=[O:2])([O-:3])[c:4]1[c:5]([S:10][CH2:11][CH:12]([NH:13][C:14](=[O:15])[CH3:16])[C:17](=[O:18])[OH:19])[cH:6][cH:7][cH:8][cH:9]1.[NH4+:20].[OH-:21].[OH2:27].[S:22](=[O:23])(=[O:24])([OH:25])[OH:26]>>[N+:1](=[O:2])([O-:3])[c:4]1[c:5]([S:10][CH2:11][CH:12]([NH2:13])[C:17](=[O:18])[OH:19])[cH:6][cH:7][cH:8][cH:9]1. Starting materials: CC(C)(C)c1ccccc1S(=O)(=O)Cl, CO, COc1cc2nc(NCCNS(=O)(=O)c3ccc(C(C)(C)C)cc3)nc(N)c2cc1OC, NCCN. Product: CC(C)(C)c1ccc(S(=O)(=O)NCCN)cc1. As a reaction SMILES: [C:37]([c:38]1[cH:39][cH:40][cH:41][cH:42][c:43]1[S:44]([Cl:45])(=[O:46])=[O:47])([CH3:48])([CH3:49])[CH3:50].[CH3:51][OH:52].[NH2:1][c:2]1[c:3]2[c:4]([cH:5][c:6]([O:7][CH3:8])[c:9]([O:10][CH3:11])[cH:12]2)[n:13][c:14]([NH:16][CH2:17][CH2:18][NH:19][S:20](=[O:21])(=[O:22])[c:23]2[cH:24][cH:25][c:26]([C:29]([CH3:30])([CH3:31])[CH3:32])[cH:27][cH:28]2)[n:15]1.[NH2:33][CH2:34][CH2:35][NH2:36]>>[NH2:16][CH2:17][CH2:18][NH:19][S:20](=[O:21])(=[O:22])[c:23]1[cH:24][cH:25][c:26]([C:29]([CH3:30])([CH3:31])[CH3:32])[cH:27][cH:28]1. Reactants: C(Br)(Br)(Br)Br (carbon tetrabromide), C1(=CC=CC=C1)P(C1=CC=CC=C1)C1=CC=CC=C1 (triphenylphosphine), [Na] (sodium), C1(=CC=CC=C1)S (thiophenol), C(C)OC(=O)NC(C=CSC1=CC=CC=C1)=O (N-ethoxycarbonyl-3-(phenylthio)acrylamide). Solvent: COC(C)(C)C (t-Butyl methyl ether), CN(C)C=O (DMF), C(C)#N (acetonitrile). Conditions: time 2 hour. The product is C(C)OC(=O)N=C(C=CSC1=CC=CC=C1)SC1=CC=CC=C1 (phenyl N-ethoxycarbonyl-3-(phenylthio)thioacrylimidate). Isolated yield 24.4%. As a reaction SMILES: [CH2:1]([O:3][C:4]([NH:6][C:7](=O)[CH:8]=[CH:9][S:10][C:11]1[CH:16]=[CH:15][CH:14]=[CH:13][CH:12]=1)=[O:5])[CH3:2].C(Br)(Br)(Br)Br.C1(P(C2C=CC=CC=2)C2C=CC=CC=2)C=CC=CC=1.[Na].[C:43]1([SH:49])[CH:48]=[CH:47][CH:46]=[CH:45][CH:44]=1>COC(C)(C)C.CN(C=O)C.C(#N)C>[CH2:1]([O:3][C:4]([N:6]=[C:7]([S:49][C:43]1[CH:48]=[CH:47][CH:46]=[CH:45][CH:44]=1)[CH:8]=[CH:9][S:10][C:11]1[CH:16]=[CH:15][CH:14]=[CH:13][CH:12]=1)=[O:5])[CH3:2] |^1:41|. Procedure: N-ethoxycarbonyl-3-(phenylthio)acrylamide (1.20 g) was dissolved to acetonitrile (30 ml), then carbon tetrabromide (2.83 g) and triphenylphosphine (2.23 g) was added thereto and heat refluxing for three hours. The reaction mixture was concentrated under reduced pressure. The residue was subjected to silica gel column chromatography (hexane:ethyl acetate 20:1) to obtain light yellow oil. It was dissolved to DMF (10 ml), then sodium salt of thiophenol (0.63 g) was added thereto under ice cooling a... Reactants: C(#N)C1=NC=CC=C1 (2-cyanopyridine), NC=1SC=C(C1C(=O)OCC)C (2-amino-4-methyl-3-ethoxycarbonyl-thiophene), O=P(Cl)(Cl)Cl (POCl3). Yields the product ClC=1C2=C(N=C(N1)C1=NC=CC=C1)SC=C2C (4-chloro-2-(pyridin-2-yl)-5-methyl-thieno-[2,3-d]-pyrimidine). Reaction SMILES: [C:1]([C:3]1[CH:8]=[CH:7][CH:6]=[CH:5][N:4]=1)#[N:2].[NH2:9][C:10]1[S:11][CH:12]=[C:13]([CH3:20])[C:14]=1[C:15](OCC)=O.O=P(Cl)(Cl)[Cl:23]>>[Cl:23][C:15]1[C:14]2[C:13]([CH3:20])=[CH:12][S:11][C:10]=2[N:9]=[C:1]([C:3]2[CH:8]=[CH:7][CH:6]=[CH:5][N:4]=2)[N:2]=1. Reported procedure: With the procedure of Example 477, the reaction of 2-cyanopyridine and 2-amino-4-methyl-3-ethoxycarbonyl-thiophene, and the subsequent reaction with POCl3 yields 4-chloro-2-(pyridin-2-yl)-5-methyl-thieno-[2,3-d]-pyrimidine The solvent is CN(C)C=O (DMF), CN(C)C=O (DMF). Starting materials: ClC=1N=C2N(C(C1)=O)CC[C@H](N2)C(F)(F)F ((8S)-2-chloro-8-trifluoromethyl-6,7,8,9-tetrahydropyrimido[1,2-a]pyrimidin-4-one), [H-].[Na+] (sodium hydride), Br.BrCC(=O)C=1C=NC=CC1 (3-(bromoacetyl)pyridine hydrobromide). The product is ClC=1N=C2N(C(C1)=O)CC[C@H](N2CC(C=2C=NC=CC2)=O)C(F)(F)F ((8S)-2-chloro-9-(2-oxo-2-pyrid-3-ylethyl)-8-trifluoromethyl-6,7,8,9-tetrahydropyrimido[1,2-a]pyrimidin-4-one). As a reaction SMILES: [H-].[Na+].[Cl:3][C:4]1[N:5]=[C:6]2[NH:14][C@H:13]([C:15]([F:18])([F:17])[F:16])[CH2:12][CH2:11][N:7]2[C:8](=[O:10])[CH:9]=1.Br.Br[CH2:21][C:22]([C:24]1[CH:25]=[N:26][CH:27]=[CH:28][CH:29]=1)=[O:23]>CN(C=O)C>[Cl:3][C:4]1[N:5]=[C:6]2[N:14]([CH2:21][C:22](=[O:23])[C:24]3[CH:25]=[N:26][CH:27]=[CH:28][CH:29]=3)[C@H:13]([C:15]([F:16])([F:17])[F:18])[CH2:12][CH2:11][N:7]2[C:8](=[O:10])[CH:9]=1 |f:0.1,3.4|. Run at temperature 0 celsius, time 10 minute. Procedure: A suspension of 750 mg (15.77 mmol) of sodium hydride in 50 mL of DMF is cooled to 0° C. under argon. A solution of 2 g (7.89 mmol) of (8S)-2-chloro-8-trifluoromethyl-6,7,8,9-tetrahydropyrimido[1,2-a]pyrimidin-4-one in 50 mL of DMF is added dropwise. The mixture is stirred for 10 minutes at room temperature. After cooling the reaction medium to 0° C., 2.92 g (9.86 mmol) of 3-(bromoacetyl)pyridine hydrobromide are added portionwise. The reaction mixture is allowed to warm to room temperature and ...